Dataset: the Open Reaction Database (ORD), a public repository of structured organic reaction records. Task: describe an organic reaction: reactants, conditions, products, and yield The product is OC(COC1=CC=C(C#N)C=C1)(C)C (4-(2-hydroxy-2-methyl-propoxy)benzonitrile). RXN SMILES: Cl[CH2:2][C:3]([CH3:6])([OH:5])[CH3:4].[OH:7][C:8]1[CH:15]=[CH:14][C:11]([C:12]#[N:13])=[CH:10][CH:9]=1.C(=O)([O-])[O-].[K+].[K+].O>C(O)C>[OH:5][C:3]([CH3:6])([CH3:4])[CH2:2][O:7][C:8]1[CH:15]=[CH:14][C:11]([C:12]#[N:13])=[CH:10][CH:9]=1 |f:2.3.4|. The yield is 94.0%. The reactants are ClCC(C)(O)C (1-chloro-2-methyl-propan-2-ol), OC1=CC=C(C#N)C=C1 (4-hydroxybenzonitrile), C([O-])([O-])=O.[K+].[K+] (potassium carbonate), O (water). Procedure details: A mixture of 1-chloro-2-methyl-propan-2-ol (10 mL), 4-hydroxybenzonitrile (2.0 g, 16.8 mmol), potassium carbonate (9.3 g, 67.3 mmol), water (6 mL) and ethanol (60 mL) was heated at 80° C. overnight. The reaction mixture was cooled, concentrated in vacuo and residue was diluted with ether (200 mL) and filtered. The filtrate was washed with water (50 mL) and brine solution (50 mL). The organics were separated and dried over MgSO4 and purified by silica gel column chromatography using 0-100% EtOAc/... Reaction conditions: temperature 80 celsius. The solvent is C(C)O (ethanol).